Dataset: the Open Reaction Database (ORD), a public repository of structured organic reaction records. Task: describe an organic reaction: reactants, conditions, products, and yield Starting materials: B, CSC, COc1ccc(C(CCCCC(=O)N2CCc3cc(OC)c(OC)cc3C2)SC2CCCCC2)cc1OC, C1CCOC1. Product: COc1ccc(C(CCCCCN2CCc3cc(OC)c(OC)cc3C2)SC2CCCCC2)cc1OC. As a reaction SMILES: [BH3:42].[CH3:39][S:40][CH3:41].[CH:1]1([S:7][CH:8]([CH2:9][CH2:10][CH2:11][CH2:12][C:13](=[O:14])[N:15]2[CH2:16][c:17]3[cH:18][c:19]([O:27][CH3:28])[c:20]([O:25][CH3:26])[cH:21][c:22]3[CH2:23][CH2:24]2)[c:29]2[cH:30][c:31]([O:37][CH3:38])[c:32]([O:35][CH3:36])[cH:33][cH:34]2)[CH2:2][CH2:3][CH2:4][CH2:5][CH2:6]1.[O:43]1[CH2:44][CH2:45][CH2:46][CH2:47]1>>[CH:1]1([S:7][CH:8]([CH2:9][CH2:10][CH2:11][CH2:12][CH2:13][N:15]2[CH2:16][c:17]3[cH:18][c:19]([O:27][CH3:28])[c:20]([O:25][CH3:26])[cH:21][c:22]3[CH2:23][CH2:24]2)[c:29]2[cH:30][c:31]([O:37][CH3:38])[c:32]([O:35][CH3:36])[cH:33][cH:34]2)[CH2:2][CH2:3][CH2:4][CH2:5][CH2:6]1. Starting materials: ClC1=CC=C(C=C1)C=1N=C(OC1)CCC(=O)O (4-(4-chlorophenyl)-2-oxazolepropionic acid), C(C)(C)O (isopropanol), S(O)(O)(=O)=O (sulfuric acid). Run in O (water). The product is ClC1=CC=C(C=C1)C=1N=C(OC1)CCC(=O)OC(C)C (isopropyl 4-(4-chlorophenyl)-2-oxazolepropionate). Yield: 91.0%. As a reaction SMILES: [Cl:1][C:2]1[CH:7]=[CH:6][C:5]([C:8]2[N:9]=[C:10]([CH2:13][CH2:14][C:15]([OH:17])=[O:16])[O:11][CH:12]=2)=[CH:4][CH:3]=1.[CH:18](O)([CH3:20])[CH3:19].S(=O)(=O)(O)O>O>[Cl:1][C:2]1[CH:3]=[CH:4][C:5]([C:8]2[N:9]=[C:10]([CH2:13][CH2:14][C:15]([O:17][CH:18]([CH3:20])[CH3:19])=[O:16])[O:11][CH:12]=2)=[CH:6][CH:7]=1. Reported procedure: To a mixture of 4-(4-chlorophenyl)-2-oxazolepropionic acid (0.5 g) and isopropanol (30 ml) was added conc. sulfuric acid (0.3 ml), and the resultant was refluxed for 5 hours. The reaction mixture was poured into water and extracted with ether. The ether layer was washed succesively with a saturated sodium hydrogen carbonate aqueous solution and water, and dried over MgSO4. The ether was distilled off to give crystals of isopropyl 4-(4-chlorophenyl)-2-oxazolepropionate (530 mg, 91%). Recrystalliz... Starting materials: CS(=O)(=O)CCC=1N=CC(=NC1)N (5-(2-(methylsulfonyl)ethyl)pyrazin-2-amine), C1CC(=O)N(C1=O)Br (NBS). Run in C(C)#N (acetonitrile). Conditions: time 1 hour. The product is BrC=1C(=NC=C(N1)CCS(=O)(=O)C)N (3-bromo-5-(2-(methylsulfonyl)ethyl)pyrazin-2-amine). The yield is 74.4%. Reaction SMILES: [CH3:1][S:2]([CH2:5][CH2:6][C:7]1[N:8]=[CH:9][C:10]([NH2:13])=[N:11][CH:12]=1)(=[O:4])=[O:3].C1C(=O)N([Br:21])C(=O)C1>C(#N)C>[Br:21][C:9]1[C:10]([NH2:13])=[N:11][CH:12]=[C:7]([CH2:6][CH2:5][S:2]([CH3:1])(=[O:3])=[O:4])[N:8]=1. Procedure: To 5-(2-(methylsulfonyl)ethyl)pyrazin-2-amine (213 mg, 1.06 mmol) in acetonitrile (6 mL) was added NBS (179 mg, 1.007 mmol) and was stirred at room temperature for 1 h. The solvent was concentrated off to residue. To the crude was added ethyl acetate, washed with saturated sodium carbonate, water (2×), dried sodium sulfate, filtered and concentrated to constant mass to give 210 mg of the desired product as free base used as is, (71% yield). LCMS (m/z): 280.0/282.0 (MH+), 0.38 min. Starting materials: C(C)(C)(C)OC(=O)N[C@H](C(=O)NC=1SC(=C(N1)C)C)C1=CC=C(C=C1)OC1=NC=NC2=CC(=C(C=C12)OC)OC ((2S)-2-(N-tert-butoxycarbonylamino)-2-[4-(6,7-dimethoxyquinazolin-4-yloxy)phenyl]-N-(4,5-dimethylthiazol-2-yl)acetamide), FC(C(=O)O)(F)F (trifluoroacetic acid). The product is N[C@H](C(=O)NC=1SC(=C(N1)C)C)C1=CC=C(C=C1)OC1=NC=NC2=CC(=C(C=C12)OC)OC ((2S)-2-amino-2-[4-(6,7-dimethoxyquinazolin-4-yloxy)phenyl]-N-(4,5-dimethylthiazol-2-yl)acetamide). The yield is 34.0%. Reaction SMILES: C(OC([NH:8][C@@H:9]([C:20]1[CH:25]=[CH:24][C:23]([O:26][C:27]2[C:36]3[C:31](=[CH:32][C:33]([O:39][CH3:40])=[C:34]([O:37][CH3:38])[CH:35]=3)[N:30]=[CH:29][N:28]=2)=[CH:22][CH:21]=1)[C:10]([NH:12][C:13]1[S:14][C:15]([CH3:19])=[C:16]([CH3:18])[N:17]=1)=[O:11])=O)(C)(C)C.FC(F)(F)C(O)=O>>[NH2:8][C@@H:9]([C:20]1[CH:25]=[CH:24][C:23]([O:26][C:27]2[C:36]3[C:31](=[CH:32][C:33]([O:39][CH3:40])=[C:34]([O:37][CH3:38])[CH:35]=3)[N:30]=[CH:29][N:28]=2)=[CH:22][CH:21]=1)[C:10]([NH:12][C:13]1[S:14][C:15]([CH3:19])=[C:16]([CH3:18])[N:17]=1)=[O:11]. Procedure details: Using an analogous procedure to that described in the second paragraph of Example 21, (2S)-2-(N-tert-butoxycarbonylamino)-2-[4-(6,7-dimethoxyquinazolin-4-yloxy)phenyl]-N-(4,5-dimethylthiazol-2-yl)acetamide was reacted with trifluoroacetic acid to give the title compound in 34% yield; 1H NMR: (DMSOd6) 2.13 (s, 3H), 2.21 (s, 3H), 3.97 (s, 3H), 3.98 (s, 3H), 4.64 (s, 1H), 7.25 (d, 2H), 7.38 (s, 1H), 7.54 (m, 3H), 8.53 (s, 1H); Mass Spectrum: M+H+466.